This data is from the Open Reaction Database (ORD), a public repository of structured organic reaction records. The task is: describe an organic reaction: reactants, conditions, products, and yield Starting materials: CS(=O)(=O)OCc1cc(-c2ccccc2)no1, CC(C)(C)OC(=O)N1CCC(c2ccc(O)cc2)C(O)C1. Yields the product CC(C)(C)OC(=O)N1CCC(c2ccc(OCc3cc(-c4ccccc4)no3)cc2)C(O)C1. Reaction SMILES: [CH3:22][S:23]([O:24][CH2:27][c:28]1[cH:29][c:30](-[c:33]2[cH:34][cH:35][cH:36][cH:37][cH:38]2)[n:31][o:32]1)(=[O:25])=[O:26].[OH:1][CH:2]1[CH2:3][N:4]([C:15](=[O:16])[O:17][C:18]([CH3:19])([CH3:20])[CH3:21])[CH2:5][CH2:6][CH:7]1[c:8]1[cH:9][cH:10][c:11]([OH:14])[cH:12][cH:13]1>>[OH:1][CH:2]1[CH2:3][N:4]([C:15](=[O:16])[O:17][C:18]([CH3:19])([CH3:20])[CH3:21])[CH2:5][CH2:6][CH:7]1[c:8]1[cH:9][cH:10][c:11]([O:14][CH2:27][c:28]2[cH:29][c:30](-[c:33]3[cH:34][cH:35][cH:36][cH:37][cH:38]3)[n:31][o:32]2)[cH:12][cH:13]1. Reactants: C(CCCCCCCCCCC)S (dodecanethiol), C1(C=CC(N1)=O)=O (maleimide), C=CC1=CC=CC=C1 (styrene), N(=NC(C#N)(C)C)C(C#N)(C)C (Azobisisobutyronitrile). The product is C1(C=CC(N1)=O)=O.C=CC1=CC=CC=C1 (Maleimide styrene). As a reaction SMILES: [C:1]1(=[O:7])[NH:5][C:4](=[O:6])[CH:3]=[CH:2]1.[CH2:8]=[CH:9][C:10]1[CH:15]=[CH:14][CH:13]=[CH:12][CH:11]=1.N(C(C)(C)C#N)=NC(C)(C)C#N.C(S)CCCCCCCCCCC>>[C:4]1(=[O:6])[NH:5][C:1](=[O:7])[CH:2]=[CH:3]1.[CH2:8]=[CH:9][C:10]1[CH:15]=[CH:14][CH:13]=[CH:12][CH:11]=1 |f:4.5|. Reported procedure: Maleimide-styrene copolymer was prepared by copolymerizing, in a sealed tube and in the absence of air, 4.00 g of maleimide (obtained from Eastman Kodak) with 4.29 g of styrene (obtained from Fischer Scientific) dissolved in a suitable solvent. Azobisisobutyronitrile (42 mg) was used as the initiator. The tube containing the reaction mixture was deoxygenated with argon for 10 mins. The tube was sealed and heated in an oven, in a solvent, for a reaction time, and at the temperature as shown in Ta...